Dataset: the Open Reaction Database (ORD), a public repository of structured organic reaction records. Task: describe an organic reaction: reactants, conditions, products, and yield Starting materials: FC(C=1C=C(C=C(C1)C(F)(F)F)NC(C1=C(C=CC(=C1)I)O)=O)(F)F (N-[3,5-bis(trifluoromethyl)phenyl]-2-hydroxy-5-iodobenzamide), S1C(=CC=C1)B(O)O (2-thipheneboronic acid), raw materials. Yields the product FC(C=1C=C(C=C(C1)C(F)(F)F)NC(C1=C(C=CC(=C1)C=1SC=CC1)O)=O)(F)F (N-[3,5-Bis(trifluoromethyl)phenyl]-2-hydroxy-5-(thiophen-2-yl)-benzamide). Reaction SMILES: [F:1][C:2]([F:25])([F:24])[C:3]1[CH:4]=[C:5]([NH:13][C:14](=[O:23])[C:15]2[CH:20]=[C:19](I)[CH:18]=[CH:17][C:16]=2[OH:22])[CH:6]=[C:7]([C:9]([F:12])([F:11])[F:10])[CH:8]=1.[S:26]1[CH:30]=[CH:29][CH:28]=[C:27]1B(O)O>>[F:1][C:2]([F:25])([F:24])[C:3]1[CH:4]=[C:5]([NH:13][C:14](=[O:23])[C:15]2[CH:20]=[C:19]([C:27]3[S:26][CH:30]=[CH:29][CH:28]=3)[CH:18]=[CH:17][C:16]=2[OH:22])[CH:6]=[C:7]([C:9]([F:12])([F:11])[F:10])[CH:8]=1. Reported procedure: Using N-[3,5-bis(trifluoromethyl)phenyl]-2-hydroxy-5-iodobenzamide and 2-thipheneboronic acid as the raw materials, the same operation as the example 69 gave the title compound.